This data is from the Open Reaction Database (ORD), a public repository of structured organic reaction records. The task is: describe an organic reaction: reactants, conditions, products, and yield The reactants are O=C([O-])Cc1ccccc1Nc1c(Cl)cccc1Cl, Nc1c(Br)cc(C(=O)OCCCl)cc1CN1CCCC1, [Na+]. Yields the product Nc1c(Br)cc(C(=O)OCCOC(=O)Cc2ccccc2Nc2c(Cl)cccc2Cl)cc1CN1CCCC1. RXN SMILES: [Cl:21][c:22]1[c:23]([NH:29][c:30]2[c:31]([CH2:36][C:37](=[O:38])[O-:39])[cH:32][cH:33][cH:34][cH:35]2)[c:24]([Cl:28])[cH:25][cH:26][cH:27]1.[NH2:1][c:2]1[c:3]([Br:20])[cH:4][c:5]([C:6](=[O:7])[O:8][CH2:9][CH2:10][Cl:11])[cH:12][c:13]1[CH2:14][N:15]1[CH2:16][CH2:17][CH2:18][CH2:19]1.[Na+:40]>>[NH2:1][c:2]1[c:3]([Br:20])[cH:4][c:5]([C:6](=[O:7])[O:8][CH2:9][CH2:10][O:39][C:37]([CH2:36][c:31]2[c:30]([NH:29][c:23]3[c:22]([Cl:21])[cH:27][cH:26][cH:25][c:24]3[Cl:28])[cH:35][cH:34][cH:33][cH:32]2)=[O:38])[cH:12][c:13]1[CH2:14][N:15]1[CH2:16][CH2:17][CH2:18][CH2:19]1.